This data is from the Open Reaction Database (ORD), a public repository of structured organic reaction records. The task is: describe an organic reaction: reactants, conditions, products, and yield Starting materials: ClC=1C=C(NC2C(CCC2)S(=O)(=O)O)C=CC1Cl (3,4-dichloro-N-(2-sulfocyclopentyl)aniline), C(C=C)N (allylamine). Run in O (water). Run at temperature 125 celsius. Product: Cl.ClC=1C=C(N[C@H]2[C@@H](CCC2)NCC=C)C=CC1Cl (trans-3,4-dichloro-N-[2-(N-allylamino)cyclopentyl]-aniline hydrochloride). The yield is 77.0%. Reaction SMILES: [Cl:1][C:2]1[CH:3]=[C:4]([CH:15]=[CH:16][C:17]=1[Cl:18])[NH:5][CH:6]1[CH2:10][CH2:9][CH2:8][CH:7]1S(O)(=O)=O.[CH2:19]([NH2:22])[CH:20]=[CH2:21]>O>[ClH:1].[Cl:1][C:2]1[CH:3]=[C:4]([CH:15]=[CH:16][C:17]=1[Cl:18])[NH:5][C@@H:6]1[CH2:10][CH2:9][CH2:8][C@H:7]1[NH:22][CH2:19][CH:20]=[CH2:21] |f:3.4|. Reported procedure: A mixture of 65.2 g (0.20 mole) of 3,4-dichloro-N-(2-sulfocyclopentyl)aniline and 250 ml of a 50 percent allylamine in water solution was heated at 125° C. in autoclave for 48 hours. The resulting reaction mixture was washed from the autoclave 1500 ml solution of methanol. This solution was evaporated until material therefrom oiled out as a separate layer. The oil was extracted with 500 ml of methylene chloride. The organic layer was washed with saturated sodium chloride solution, dried over mag... Reactants: C(C)(C)(C)OC(=O)N1[C@H](C(=O)O)CC(C1)=C (1-(tert-butoxycarbonyl)-4-methyleneproline), O=C1OC(=CC=C1C(=O)Cl)CCCCC (2-oxo-6-pentyl-2H-pyran-3-carbonyl chloride), C(C)N1C2=CC=CC=C2C=2C=C(C=CC12)N (9-ethyl-9H-carbazol-3-amine). Yields the product C(C)N1C2=CC=CC=C2C=2C=C(C=CC12)NC(=O)[C@H]1N(CC(C1)=C)C(=O)C=1C(OC(=CC1)CCCCC)=O ((2S)-N-(9-ethyl-9H-carbazol-3-yl)-4-methylene-1-[(2-oxo-6-pentyl-2H-pyran-3-yl)carbonyl]-2-pyrrolidinecarboxamide). As a reaction SMILES: C(O[C:6]([N:8]1[CH2:15][C:14](=[CH2:16])[CH2:13][C@H:9]1[C:10]([OH:12])=O)=[O:7])(C)(C)C.[O:17]=[C:18]1[C:23](C(Cl)=O)=[CH:22][CH:21]=[C:20]([CH2:27][CH2:28][CH2:29][CH2:30][CH3:31])[O:19]1.[CH2:32]([N:34]1[C:46]2[CH:45]=[CH:44][C:43]([NH2:47])=[CH:42][C:41]=2[C:40]2[C:35]1=[CH:36][CH:37]=[CH:38][CH:39]=2)[CH3:33]>>[CH2:32]([N:34]1[C:46]2[CH:45]=[CH:44][C:43]([NH:47][C:10]([C@@H:9]3[CH2:13][C:14](=[CH2:16])[CH2:15][N:8]3[C:6]([C:23]3[C:18](=[O:17])[O:19][C:20]([CH2:27][CH2:28][CH2:29][CH2:30][CH3:31])=[CH:21][CH:22]=3)=[O:7])=[O:12])=[CH:42][C:41]=2[C:40]2[C:35]1=[CH:36][CH:37]=[CH:38][CH:39]=2)[CH3:33]. Procedure details: Following the general method as outlined in Example 22, starting from 1-(tert-butoxycarbonyl)-4-methyleneproline, 2-oxo-6-pentyl-2H-pyran-3-carbonyl chloride, and 9-ethyl-9H-carbazol-3-amine the title compound was obtained in 70% purity by LC/MS. MS(ESI+): m/z=512.4.